From a dataset of the Open Reaction Database (ORD), a public repository of structured organic reaction records. describe an organic reaction: reactants, conditions, products, and yield Yields the product COC(=O)c1ccc(-c2ccccc2)cc1NC(=O)c1cc(C2CCN(C(C)C)CC2)ccc1O. Starting materials: C, COC(=O)c1ccc(-c2ccccc2)cc1NC(=O)c1cc(C2CCN(C(C)C)CC2)ccc1OCc1ccccc1, CCOC(C)=O, CO, ClC(Cl)Cl, [Pd]. As a reaction SMILES: [C:55].[CH2:1]([c:2]1[cH:3][cH:4][cH:5][cH:6][cH:7]1)[O:8][c:9]1[c:10]([C:11](=[O:12])[NH:13][c:14]2[c:15]([C:16](=[O:17])[O:18][CH3:19])[cH:20][cH:21][c:22](-[c:24]3[cH:25][cH:26][cH:27][cH:28][cH:29]3)[cH:23]2)[cH:30][c:31]([CH:34]2[CH2:35][CH2:36][N:37]([CH:40]([CH3:41])[CH3:42])[CH2:38][CH2:39]2)[cH:32][cH:33]1.[CH3:47][CH2:48][O:49][C:50](=[O:51])[CH3:52].[CH3:53][OH:54].[CH:43]([Cl:44])([Cl:45])[Cl:46].[Pd:56]>>[OH:8][c:9]1[c:10]([C:11](=[O:12])[NH:13][c:14]2[c:15]([C:16](=[O:17])[O:18][CH3:19])[cH:20][cH:21][c:22](-[c:24]3[cH:25][cH:26][cH:27][cH:28][cH:29]3)[cH:23]2)[cH:30][c:31]([CH:34]2[CH2:35][CH2:36][N:37]([CH:40]([CH3:41])[CH3:42])[CH2:38][CH2:39]2)[cH:32][cH:33]1. The reactants are C(C(CO)(CO)N)O.Cl (Tris-HCl), [Cl-].[Cl-].[Ca+2] (CaCl2), P(O)(=O)(OP(=O)(O)OP(=O)(O)O)OC[C@@H]1[C@H]([C@H]([C@@H](O1)N1C=NC=2C(N)=NC=NC12)O)O (ATP), solution, COC=1C=C(C=C(C1O)OC)C=CC(CCCCC1=CC=CC=C1)=O (1-(3,5-dimethoxy-4-hydroxyphenyl)-7-phenyl-1-heptene-3-one). Reaction conditions: time 15 minute. The product is CCCCCC=CCC=CCC=CC=CC(CCCC(=O)O)O (5-HETE). RXN SMILES: C(O)[C:2](N)([CH2:5]O)[CH2:3][OH:4].Cl.[Cl-].[Cl-].[Ca+2].P(OC[C@H]1O[C@@H](N2C3N=CN=C(N)C=3N=C2)[C@H](O)[C@@H]1O)(OP(OP(O)(O)=O)(O)=O)(=O)[OH:14].C[O:45][C:46]1[CH:47]=[C:48]([CH:55]=[CH:56][C:57](=O)[CH2:58][CH2:59][CH2:60][CH2:61][C:62]2C=C[CH:65]=[CH:64][CH:63]=2)[CH:49]=[C:50](OC)[C:51]=1O>>[CH3:65][CH2:64][CH2:63][CH2:62][CH2:61][CH:60]=[CH:59][CH2:58][CH:57]=[CH:56][CH2:55][CH:48]=[CH:49][CH:50]=[CH:51][CH:46]([OH:45])[CH2:47][CH2:5][CH2:2][C:3]([OH:4])=[O:14] |f:0.1,2.3.4|. Procedure: 76 μl of 50 mM Tris-HCl buffer (pH 7.4) containing 2.56 mM of CaCl2 and 2.56 mM of ATP and 20 μl of 5-lipoxygenase sample prepared above were added to 2μl of a solution containing a prescribed amount of the diarylheptanoide derivative (1) prepared in Example 1 in DSMO. The mixture was incubated at 37° C. After 15 minutes, the reaction was terminated with the addition of 200 μl of a 145:55:0.1 mixture of acetonitrile, methanol, and acetic acid. The reaction mixture was centrifuged (1300 rpm, 30 m... Reactants: [Br-], N#CC1(N2CCC(n3c(=O)[nH]c4cc(C(F)(F)F)c(Br)cc43)CC2)CCOCC1, C[Mg+], CCOCC, [Cl-], [NH4+], C1CCOC1, O. Yields the product CC1(N2CCC(n3c(=O)[nH]c4cc(C(F)(F)F)c(Br)cc43)CC2)CCOCC1, Cl. Reaction SMILES: [Br-:30].[Br:1][c:2]1[c:3]([C:26]([F:27])([F:28])[F:29])[cH:4][c:5]2[c:6]([n:7]([CH:11]3[CH2:12][CH2:13][N:14]([C:17]4([C:23]#[N:24])[CH2:18][CH2:19][O:20][CH2:21][CH2:22]4)[CH2:15][CH2:16]3)[c:8](=[O:10])[nH:9]2)[cH:25]1.[CH3:31][Mg+:32].[CH3:33][CH2:34][O:35][CH2:36][CH3:37].[Cl-:38].[NH4+:39].[O:40]1[CH2:41][CH2:42][CH2:43][CH2:44]1.[OH2:45]>>[Br:1][c:2]1[c:3]([C:26]([F:27])([F:28])[F:29])[cH:4][c:5]2[c:6]([n:7]([CH:11]3[CH2:12][CH2:13][N:14]([C:17]4([CH3:23])[CH2:18][CH2:19][O:20][CH2:21][CH2:22]4)[CH2:15][CH2:16]3)[c:8](=[O:10])[nH:9]2)[cH:25]1.[ClH:38].